Dataset: the Open Reaction Database (ORD), a public repository of structured organic reaction records. Task: describe an organic reaction: reactants, conditions, products, and yield The reactants are [BH4-].[Na+] (sodium borohydride), NC1=C(C=C(C=C1C#N)C(CNC1CC1)=O)Br (4'-amino-3'-bromo-5'-cyano-2-cyclopropylamino-acetophenone). Run in O1CCCC1 (tetrahydro-furan), O (water). Run at time 1 hour. Product: NC1=C(C=C(C=C1C#N)C(CNC1CC1)O)Br (1-(4'-Amino-3'-bromo-5'-cyano-phenyl)-2-cyclopropylamino-ethanol). RXN SMILES: [BH4-].[Na+].[NH2:3][C:4]1[C:9]([C:10]#[N:11])=[CH:8][C:7]([C:12](=[O:18])[CH2:13][NH:14][CH:15]2[CH2:17][CH2:16]2)=[CH:6][C:5]=1[Br:19]>O1CCCC1.O>[NH2:3][C:4]1[C:9]([C:10]#[N:11])=[CH:8][C:7]([CH:12]([OH:18])[CH2:13][NH:14][CH:15]2[CH2:16][CH2:17]2)=[CH:6][C:5]=1[Br:19] |f:0.1|. Procedure details: 3 gm of sodium borohydride were added at room temperature to a solution of 7.5 gm of 4'-amino-3'-bromo-5'-cyano-2-cyclopropylamino-acetophenone in 200 ml of tetrahydro-furan and 100 ml of water, and the mixture was stirred for one hour. Thereafter, the excess sodium borohydride was destroyed by addition of acetone. The insoluble part of the mixture was filtered off, and the solvents were distilled out of the filtrate in vacuo. The residue was dissolved in hot isopropanol, and the hydrochloride o... The reactants are Cl (hydrogen chloride), O1CCOCC1 (dioxane), C(C)(C)(C)OC(=O)N1CCC2=C(CC1)C(=C(C=C2)Cl)SCCCC(N(C)C)=O (3-tert-butoxycarbonyl-7-chloro-6-(3-dimethylcarbamoyl-propylthio)-2,3,4,5-tetrahydro-1H-benzo[d]azepine). The solvent is C(Cl)Cl (DCM). The product is Cl.ClC1=C(C2=C(CCNCC2)C=C1)SCCCC(N(C)C)=O (7-Chloro-6-(3-dimethylcarbamoylpropylthio)-2,3,4,5-tetrahydro-1H-benzo[d]azepine Hydrochloride). Isolated yield 57.0%. Reaction SMILES: C(OC([N:8]1[CH2:14][CH2:13][C:12]2[C:15]([S:20][CH2:21][CH2:22][CH2:23][C:24](=[O:28])[N:25]([CH3:27])[CH3:26])=[C:16]([Cl:19])[CH:17]=[CH:18][C:11]=2[CH2:10][CH2:9]1)=O)(C)(C)C.Cl.O1CCOCC1>C(Cl)Cl>[ClH:19].[Cl:19][C:16]1[CH:17]=[CH:18][C:11]2[CH2:10][CH2:9][NH:8][CH2:14][CH2:13][C:12]=2[C:15]=1[S:20][CH2:21][CH2:22][CH2:23][C:24](=[O:28])[N:25]([CH3:26])[CH3:27] |f:4.5|. Reported procedure: Dissolve 3-tert-butoxycarbonyl-7-chloro-6-(3-dimethylcarbamoyl-propylthio)-2,3,4,5-tetrahydro-1H-benzo[d]azepine in DCM (1 mL) at ambient temperature and add 4M hydrogen chloride in dioxane (200 μL, 0.8 mmol). Continue stirring until TLC shows consumption of starting material. Concentrate in vacuo, triturate the obtained solid with dry diethyl ether and dry at 50° C. under high vacuum overnight to give the title compound as a hygroscopic white solid (45.0 mg, 57%). MS (ES+) m/z: 327 (M+H)+. The reactants are CCCC[N+](CCCC)(CCCC)CCCC, C1CCOC1, CN1CCN(c2ccnc(-c3cc(Cl)c([Si](C)(C)C)s3)c2)CC1, [F-]. The product is CN1CCN(c2ccnc(-c3cc(Cl)cs3)c2)CC1. As a reaction SMILES: [CH2:25]([N+:26]([CH2:27][CH2:28][CH2:29][CH3:30])([CH2:31][CH2:32][CH2:33][CH3:34])[CH2:35][CH2:36][CH2:37][CH3:38])[CH2:39][CH2:40][CH3:41].[CH2:42]1[O:43][CH2:44][CH2:45][CH2:46]1.[Cl:1][c:2]1[cH:3][c:4](-[c:11]2[n:12][cH:13][cH:14][c:15]([N:17]3[CH2:18][CH2:19][N:20]([CH3:23])[CH2:21][CH2:22]3)[cH:16]2)[s:5][c:6]1[Si:7]([CH3:8])([CH3:9])[CH3:10].[F-:24]>>[Cl:1][c:2]1[cH:3][c:4](-[c:11]2[n:12][cH:13][cH:14][c:15]([N:17]3[CH2:18][CH2:19][N:20]([CH3:23])[CH2:21][CH2:22]3)[cH:16]2)[s:5][cH:6]1.